From a dataset of the Open Reaction Database (ORD), a public repository of structured organic reaction records. describe an organic reaction: reactants, conditions, products, and yield Starting materials: C(C)(C)(C)C=1N=C(C2=C(N1)N(N=N2)CC)N2CC(CC2)(F)F (5-tert-Butyl-7-(3,3-difluoro-pyrrolidin-1-yl)-3-ethyl-3H-[1,2,3]triazolo[4,5-d]pyrimidine), C(C)(C)(C)C=1N=C(C2=C(N1)NN=N2)N2CC1(COC1)C2 (5-tert-Butyl-7-(2-oxa-6-aza-spiro[3.3]hept-6-yl)-3H-[1,2,3]triazolo[4,5-d]pyrimidine), ClCC1=NN=NN1C (5-(chloromethyl)-1-methyl-1H-tetrazole). Product: C(C)(C)(C)C=1N=C(C2=C(N1)N(N=N2)CC2=NN=NN2C)N2CC1(COC1)C2 (5-tert-Butyl-3-(1-methyl-1H-tetrazol-5-ylmethyl)-7-(2-oxa-6-aza-spiro[3.3]hept-6-yl)-3H-[1,2,3]triazolo[4,5-d]pyrimidine). As a reaction SMILES: C(C1N=C(N2CCC(F)(F)C2)[C:8]2[N:13]=[N:12][N:11]([CH2:14]C)[C:9]=2[N:10]=1)(C)(C)C.[C:23]([C:27]1[N:28]=[C:29]([N:36]2[CH2:42][C:38]3([CH2:41][O:40][CH2:39]3)[CH2:37]2)[C:30]2[N:35]=[N:34][NH:33][C:31]=2[N:32]=1)([CH3:26])([CH3:25])[CH3:24].ClCC1N(C)N=NN=1>>[C:23]([C:27]1[N:28]=[C:29]([N:36]2[CH2:37][C:38]3([CH2:39][O:40][CH2:41]3)[CH2:42]2)[C:30]2[N:35]=[N:34][N:33]([CH2:8][C:9]3[N:11]([CH3:14])[N:12]=[N:13][N:10]=3)[C:31]=2[N:32]=1)([CH3:26])([CH3:24])[CH3:25]. Reported procedure: In analogy to the procedure described for the synthesis of 5-tert-butyl-7-(3,3-difluoropyrrolidin-1-yl)-3-ethyl-3H-[1,2,3]triazolo[4,5-d]pyrimidine (example 61), the title compound was prepared from 5-tert-Butyl-7-(2-oxa-6-aza-spiro[3.3]hept-6-yl)-3H-[1,2,3]triazolo[4,5-d]pyrimidine and 5-(chloromethyl)-1-methyl-1H-tetrazole and isolated as white solid. MS (m/e): 371.3 (MH+).